From a dataset of the Open Reaction Database (ORD), a public repository of structured organic reaction records. describe an organic reaction: reactants, conditions, products, and yield The reactants are NC=O, CC(C)Cn1cnc2c(Cl)nc3ccccc3c21, [Na+], [OH-], O. Yields the product CC(C)Cn1cnc2c(N)nc3ccccc3c21. As a reaction SMILES: [CH:19](=[O:20])[NH2:21].[Cl:1][c:2]1[n:3][c:4]2[cH:5][cH:6][cH:7][cH:8][c:9]2[c:10]2[c:11]1[n:12][cH:13][n:14]2[CH2:15][CH:16]([CH3:17])[CH3:18].[Na+:23].[OH-:22].[OH2:24]>>[c:2]1([NH2:21])[n:3][c:4]2[cH:5][cH:6][cH:7][cH:8][c:9]2[c:10]2[c:11]1[n:12][cH:13][n:14]2[CH2:15][CH:16]([CH3:17])[CH3:18]. Reactants: C1(=CC=CC=C1)OC1=CC=CC=C1 (diphenyl ether), C1(=CC=CC=C1)C1=CC=CC=C1 (biphenyl), FC=1C=C(N)C=CC1OC (3-fluoro-4-methoxyaniline), C(C)OC=C(C(=O)OCC)C#N (ethyl (ethoxymethylene)cyanoacetate). Run in C(C)(=O)OCC (ethyl acetate), CCCCCC (hexane), C1(=CC=CC=C1)C (toluene), CCCCCC (hexane). Run at temperature 105 celsius. Yields the product FC1=C(C=C2C(C(=CNC2=C1)C#N)=O)OC (7-fluoro-6-methoxy-4-oxo-1,4,-dihydro-3-quinolinecarbonitrile). Isolated yield 2.6%. As a reaction SMILES: [F:1][C:2]1[CH:3]=[C:4]([CH:6]=[CH:7][C:8]=1[O:9][CH3:10])[NH2:5].C([O:13][CH:14]=[C:15]([C:21]#[N:22])[C:16](OCC)=O)C.C1(OC2C=CC=CC=2)C=CC=CC=1.C1(C2C=CC=CC=2)C=CC=CC=1>C1(C)C=CC=CC=1.CCCCCC.C(OCC)(=O)C>[F:1][C:2]1[CH:3]=[C:4]2[C:6]([C:14](=[O:13])[C:15]([C:21]#[N:22])=[CH:16][NH:5]2)=[CH:7][C:8]=1[O:9][CH3:10]. Procedure details: A mixture of 3-fluoro-4-methoxyaniline (15.31 g, 108 mmol) and ethyl (ethoxymethylene)cyanoacetate (18.36 g, 108 mmol) in toluene is heated at 100-110° C. for 4.5 hours then cooled to room temperature. A 1:1 mixture of hexane and ethyl acetate is added and the mixture is cooled on an ice bath. The solids are collected washing with hexane to provide a first crop of 26.10 g and a second crop of 1.24 g. A 2.0 g portion of this material is added to 18 mL of a 3:1 mixture of diphenyl ether:biphenyl t...